Dataset: the Open Reaction Database (ORD), a public repository of structured organic reaction records. Task: describe an organic reaction: reactants, conditions, products, and yield Reactants: CNC(=O)NC=1SC(=C(N1)C)C1=CC=NC=C1 (1-methyl-3-(4-methyl-5-pyridin-4-yl-thiazol-2-yl)-urea), C(C)C1=CN=C(O1)CCN (2-(5-ethyl-oxazol-2-yl)-ethylamine), CC1=NC(=CC(=C1)C1=C(N=C(S1)NC(=O)N1C=NC=C1)C)C (imidazole-1-carboxylic acid [5-(2,6-dimethyl-pyridin-4-yl)-4-methyl-thiazol-2-yl]-amide), C(C)C1=CN=C(O1)CCN (2-(5-ethyl-oxazol-2-yl)-ethylamine). The product is CC1=NC(=CC(=C1)C1=C(N=C(S1)NC(=O)NCCC=1OC(=CN1)CC)C)C (1-[5-(2,6-Dimethyl-pyridin-4-yl)-4-methyl-thiazol-2-yl]-3-[2-(5-ethyl-oxazol-2-yl)-ethyl]-urea). Reaction SMILES: CNC(NC1SC(C2C=CN=CC=2)=C(C)N=1)=O.[CH3:18][C:19]1[CH:24]=[C:23]([C:25]2[S:29][C:28]([NH:30][C:31]([N:33]3[CH:37]=[CH:36]N=C3)=[O:32])=[N:27][C:26]=2[CH3:38])[CH:22]=[C:21]([CH3:39])[N:20]=1.[CH2:40]([C:42]1[O:46][C:45](CCN)=[N:44][CH:43]=1)[CH3:41]>>[CH3:39][C:21]1[CH:22]=[C:23]([C:25]2[S:29][C:28]([NH:30][C:31]([NH:33][CH2:37][CH2:36][C:45]3[O:46][C:42]([CH2:40][CH3:41])=[CH:43][N:44]=3)=[O:32])=[N:27][C:26]=2[CH3:38])[CH:24]=[C:19]([CH3:18])[N:20]=1. Reported procedure: The titled compound is prepared by an analogous procedure to 1-methyl-3-(4-methyl-5-pyridin-4-yl-thiazol-2-yl)-urea (example 18b) by replacing imidazole-1-carboxylic acid (4-methyl-5-pyridin-4-yl-thiazol-2-yl)-amide (example 18a) with imidazole-1-carboxylic acid [5-(2,6-dimethyl-pyridin-4-yl)-4-methyl-thiazol-2-yl]-amide and by replacing methylamine with 2-(5-ethyl-oxazol-2-yl)-ethylamine. The preparation of 2-(5-ethyl-oxazol-2-yl)-ethylamine is described previously.